From a dataset of the Open Reaction Database (ORD), a public repository of structured organic reaction records. describe an organic reaction: reactants, conditions, products, and yield Starting materials: N[C@@H]1[C@@H](CN(CC1)C(=O)OC(C)(C)C)OCC (tert-butyl cis(±)-4-amino-3-ethoxypiperidine-1-carboxylate), CCN=C=NCCCN(C)C.Cl (WSC hydrochloride), C=1C=CC2=C(C1)N=NN2O (HOBT), C(C)C1=C(N=C(N1)C(=O)O)C(F)(F)F (5-ethyl-4-(trifluoromethyl)-1H-imidazole-2-carboxylic acid), C(C)C1=C(N=C(N1)C(=O)O)C(F)(F)F (5-Ethyl-4-(trifluoromethyl)-1H-imidazole-2-carboxylic acid). The product is C(C)C1=C(N=C(N1)C(=O)N[C@@H]1[C@@H](CN(CC1)C(=O)OC(C)(C)C)OCC)C(F)(F)F (tert-Butyl cis(±)-4-{[(5-ethyl-4-trifluoromethyl-1H-imidazol-2-yl)carbonyl]amino}-3-ethoxypiperidine-1-carboxylate). RXN SMILES: [NH2:1][C@H:2]1[CH2:7][CH2:6][N:5]([C:8]([O:10][C:11]([CH3:14])([CH3:13])[CH3:12])=[O:9])[CH2:4][C@H:3]1[O:15][CH2:16][CH3:17].[CH2:18]([C:20]1[NH:24][C:23]([C:25](O)=[O:26])=[N:22][C:21]=1[C:28]([F:31])([F:30])[F:29])[CH3:19].CCN=C=NCCCN(C)C.Cl.C1C=CC2N(O)N=NC=2C=1>>[CH2:18]([C:20]1[NH:24][C:23]([C:25]([NH:1][C@H:2]2[CH2:7][CH2:6][N:5]([C:8]([O:10][C:11]([CH3:12])([CH3:13])[CH3:14])=[O:9])[CH2:4][C@H:3]2[O:15][CH2:16][CH3:17])=[O:26])=[N:22][C:21]=1[C:28]([F:30])([F:31])[F:29])[CH3:19] |f:2.3|. Procedure details: The same operation as in Example (1g) was performed using tert-butyl cis(±)-4-amino-3-ethoxypiperidine-1-carboxylate obtained in Example (112d) (178 mg, 0.73 mmol), 5-ethyl-4-(trifluoromethyl)-1H-imidazole-2-carboxylic acid obtained by the method described in Example (39e) (100 mg, 0.48 mmol), WSC hydrochloride (280 mg, 1.46 mmol) and HOBT (66 mg, 0.49 mmol), to obtain 173.5 mg of the title compound as a white foamy substance (91%). The reactants are C1=C(C=CC2=CC=CC=C12)C(=O)NC1=CC=C(CN2N=C(C=3C2=NC=CC3)CC(=O)OC)C=C1 (Methyl 2-[1-[4-(2-naphthamido)benzyl]-1H-pyrazolo[3,4-b]pyridin-3-yl]acetate), O.[OH-].[Li+] (lithium hydroxide monohydrate), Cl (hydrochloric acid). The solvent is O (water), O1CCCC1 (tetrahydrofuran), O1CCCC1 (Tetrahydrofuran). Product: C1=C(C=CC2=CC=CC=C12)C(=O)NC1=CC=C(CN2N=C(C=3C2=NC=CC3)CC(=O)O)C=C1 (2-[1-[4-(2-naphthamido)benzyl]-1H-pyrazolo[3,4-b]pyridin-3-yl]acetic acid). Isolated yield 49.3%. As a reaction SMILES: [CH:1]1[C:10]2[C:5](=[CH:6][CH:7]=[CH:8][CH:9]=2)[CH:4]=[CH:3][C:2]=1[C:11]([NH:13][C:14]1[CH:34]=[CH:33][C:17]([CH2:18][N:19]2[C:23]3=[N:24][CH:25]=[CH:26][CH:27]=[C:22]3[C:21]([CH2:28][C:29]([O:31]C)=[O:30])=[N:20]2)=[CH:16][CH:15]=1)=[O:12].O.[OH-].[Li+].Cl>O1CCCC1.O>[CH:1]1[C:10]2[C:5](=[CH:6][CH:7]=[CH:8][CH:9]=2)[CH:4]=[CH:3][C:2]=1[C:11]([NH:13][C:14]1[CH:15]=[CH:16][C:17]([CH2:18][N:19]2[C:23]3=[N:24][CH:25]=[CH:26][CH:27]=[C:22]3[C:21]([CH2:28][C:29]([OH:31])=[O:30])=[N:20]2)=[CH:33][CH:34]=1)=[O:12] |f:1.2.3|. Reported procedure: Methyl 2-[1-[4-(2-naphthamido)benzyl]-1H-pyrazolo[3,4-b]pyridin-3-yl]acetate (60 mg, 0.13 mmol) and lithium hydroxide monohydrate (10 mg, 0.24 mmol) were added into a mixed solution of tetrahydrofuran (5 mL) and water (20 mL), and reacted at room temperature for 2 hours. Tetrahydrofuran was rotate evaporated. The pH was adjusted to 3 with 1 mol/L hydrochloric acid. It was extracted with ethyl acetate, and dried over anhydrous sodium sulfate. The organic phase was rotate evaporated to dryness to ... Reactants: FC=1C=CC(=C(C1)N)OC (5-fluoro-2-methoxy-phenylamine), C(C)OC(CC(C)=O)=O (3-oxo-butyric acid ethyl ester), C(C)(=O)O (acetic acid), [O-]S(=O)(=O)[O-].[Ca+2] (Drierite). The solvent is C(C)O (ethanol). Reaction SMILES: [F:1][C:2]1[CH:3]=[CH:4][C:5]([O:9][CH3:10])=[C:6]([NH2:8])[CH:7]=1.[CH2:11]([O:13][C:14](=[O:19])[CH2:15][C:16](=O)[CH3:17])[CH3:12].C(O)(=O)C.[O-]S([O-])(=O)=O.[Ca+2]>C(O)C>[CH2:11]([O:13][C:14](=[O:19])[CH:15]=[C:16]([NH:8][C:6]1[CH:7]=[C:2]([F:1])[CH:3]=[CH:4][C:5]=1[O:9][CH3:10])[CH3:17])[CH3:12] |f:3.4|. Yields the product C(C)OC(C=C(C)NC1=C(C=CC(=C1)F)OC)=O (3-(5-fluoro-2-methoxy-phenylamino)-but-2-enoic acid ethyl ester). Procedure: A suspension of 5-fluoro-2-methoxy-phenylamine (3.3 g, 23 mmol), 3-oxo-butyric acid ethyl ester (3.0 g, 23 mmol), acetic acid (120 μL), and Drierite® (12.0 g) in ethanol (20 mL) was heated to reflux for 5 d. The reaction mixture was cooled to room temperature and filtered. The filtrate was concentrated in vacuo and purified by flash chromatography on silica gel (elution with EA/hexane 1:3) to give crude 3-(5-fluoro-2-methoxy-phenylamino)-but-2-enoic acid ethyl ester. Reactants: O=C([O-])O, O=C(Cl)c1cc(Cl)ccc1Cl, ClC(Cl)Cl, NCCCl, Cl, [Na+], [Na+], [OH-], O. Product: O=C(c1cc(Cl)ccc1Cl)N1CC1. RXN SMILES: [C:8](=[O:9])([O-:10])[OH:11].[Cl:13][c:14]1[c:15]([C:16](=[O:17])[Cl:18])[cH:19][c:20]([Cl:23])[cH:21][cH:22]1.[Cl:24][CH:25]([Cl:26])[Cl:27].[Cl:4][CH2:5][CH2:6][NH2:7].[ClH:3].[Na+:12].[Na+:2].[OH-:1].[OH2:28]>>[CH2:5]1[CH2:6][N:7]1[C:16]([c:15]1[c:14]([Cl:13])[cH:22][cH:21][c:20]([Cl:23])[cH:19]1)=[O:17]. Yields the product O=C(O)C(=NOC(c1ccccc1)(c1ccccc1)c1ccccc1)c1csc(NC(c2ccccc2)(c2ccccc2)c2ccccc2)n1. The reactants are CCOC(=O)C(=NOC(c1ccccc1)(c1ccccc1)c1ccccc1)c1csc(NC(c2ccccc2)(c2ccccc2)c2ccccc2)n1, C1CCOC1, CI, [H-], [Na+]. As a reaction SMILES: [CH2:3]([CH3:4])[O:5][C:6]([C:7](=[N:8][O:9][C:10]([c:11]1[cH:12][cH:13][cH:14][cH:15][cH:16]1)([c:17]1[cH:18][cH:19][cH:20][cH:21][cH:22]1)[c:23]1[cH:24][cH:25][cH:26][cH:27][cH:28]1)[c:29]1[n:30][c:31]([NH:34][C:35]([c:36]2[cH:37][cH:38][cH:39][cH:40][cH:41]2)([c:42]2[cH:43][cH:44][cH:45][cH:46][cH:47]2)[c:48]2[cH:49][cH:50][cH:51][cH:52][cH:53]2)[s:32][cH:33]1)=[O:54].[CH2:57]1[O:58][CH2:59][CH2:60][CH2:61]1.[CH3:55][I:56].[H-:2].[Na+:1]>>[O:5]=[C:6]([C:7](=[N:8][O:9][C:10]([c:11]1[cH:12][cH:13][cH:14][cH:15][cH:16]1)([c:17]1[cH:18][cH:19][cH:20][cH:21][cH:22]1)[c:23]1[cH:24][cH:25][cH:26][cH:27][cH:28]1)[c:29]1[n:30][c:31]([NH:34][C:35]([c:36]2[cH:37][cH:38][cH:39][cH:40][cH:41]2)([c:42]2[cH:43][cH:44][cH:45][cH:46][cH:47]2)[c:48]2[cH:49][cH:50][cH:51][cH:52][cH:53]2)[s:32][cH:33]1)[OH:54]. Starting materials: solution, C(CCC)[Li] (butyllithium), resultant mixture, dichloro(tetramethylethylenediamine)zinc, resultant mixture, BrC=1C=C(C=C(C1)Br)C1=NC(=CC(=N1)C1=CC=C(C=C1)C)C1=CC=C(C=C1)C (2-(3,5-dibromophenyl)-4,6-di-p-tolylpyrimidine), BrC=1C=C2C=CC=NC2=CC1 (6-bromoquinoline). Reagents/catalysts: C=1C=CC(=CC1)[P](C=2C=CC=CC2)(C=3C=CC=CC3)[Pd]([P](C=4C=CC=CC4)(C=5C=CC=CC5)C=6C=CC=CC6)([P](C=7C=CC=CC7)(C=8C=CC=CC8)C=9C=CC=CC9)[P](C=1C=CC=CC1)(C=1C=CC=CC1)C=1C=CC=CC1 (tetrakis(triphenylphosphine)palladium). Solvent: CCCCCC (hexane), O1CCCC1 (tetrahydrofuran), O1CCCC1 (tetrahydrofuran). Product: N1=CC=CC2=CC(=CC=C12)C=1C=C(C=C(C1)C=1C=C2C=CC=NC2=CC1)C1=NC(=CC(=N1)C1=CC=C(C=C1)C)C1=CC=C(C=C1)C (3,5-di(6-quinolyl)phenyl-4,6-di-p-tolylpyrimidine). Yield: 65.0%. Reaction SMILES: Br[C:2]1[CH:3]=[C:4]2[C:9](=[CH:10][CH:11]=1)[N:8]=[CH:7][CH:6]=[CH:5]2.[CH2:12]([Li])[CH2:13][CH2:14][CH3:15].Br[C:18]1[CH:19]=[C:20]([C:25]2[N:30]=[C:29]([C:31]3[CH:36]=[CH:35][C:34]([CH3:37])=[CH:33][CH:32]=3)[CH:28]=[C:27]([C:38]3[CH:43]=[CH:42][C:41]([CH3:44])=[CH:40][CH:39]=3)[N:26]=2)[CH:21]=[C:22](Br)[CH:23]=1>O1CCCC1.CCCCCC.C1C=CC([P]([Pd]([P](C2C=CC=CC=2)(C2C=CC=CC=2)C2C=CC=CC=2)([P](C2C=CC=CC=2)(C2C=CC=CC=2)C2C=CC=CC=2)[P](C2C=CC=CC=2)(C2C=CC=CC=2)C2C=CC=CC=2)(C2C=CC=CC=2)C2C=CC=CC=2)=CC=1>[N:8]1[C:9]2[C:4](=[CH:3][C:2]([C:18]3[CH:19]=[C:20]([C:25]4[N:30]=[C:29]([C:31]5[CH:36]=[CH:35][C:34]([CH3:37])=[CH:33][CH:32]=5)[CH:28]=[C:27]([C:38]5[CH:43]=[CH:42][C:41]([CH3:44])=[CH:40][CH:39]=5)[N:26]=4)[CH:21]=[C:22]([C:13]4[CH:14]=[C:15]5[C:9](=[CH:4][CH:12]=4)[N:8]=[CH:7][CH:6]=[CH:5]5)[CH:23]=3)=[CH:11][CH:10]=2)[CH:5]=[CH:6][CH:7]=1 |^1:59,61,80,99|. Procedure: In a stream of argon, 0.34 g (1.62 mmol) of 6-bromoquinoline was dissolved in 7 mL of tetrahydrofuran, and then 1.03 mL of a solution of butyllithium 1.63 mmol in hexane was added dropwise at −78° C. The resultant mixture was stirred at −78° C. for 30 minutes, and then 0.41 g (1.63 mmol) of dichloro(tetramethylethylenediamine)zinc was added. The mixture was heated to room temperature and maintained at that temperature for 1 hour while being stirred. To the resultant mixture, 0.20 g (0.41 mmol) o...